The task is: describe an organic reaction: reactants, conditions, products, and yield. This data is from the Open Reaction Database (ORD), a public repository of structured organic reaction records. Starting materials: C(C1=CC=CC=C1)OC(=O)C=1C=C(C=CC1)NC(NCC(=O)N1C(CC(C1C1=C(C=CC=C1)F)S(=O)(=O)C)C(=O)OC(C)(C)C)=O (tert-butyl (2RS,4SR,5RS)-1-{2-[3-(3-benzyloxycarbonylphenyl)ureido]acetyl}-5-(2-fluorophenyl)-4-methylsulphonyl-2-pyrrolidinecarboxylate). The reagents and catalysts are [Pd] (palladium-on-charcoal). The solvent is C(C)O (ethanol). The product is C(C)(C)(C)OC(=O)C1N(C(C(C1)S(=O)(=O)C)C1=C(C=CC=C1)F)C(CNC(NC=1C=C(C(=O)O)C=CC1)=O)=O ((2RS,4SR,5RS)-3-(3-{2-[2-tert-butoxycarbonyl-5-(2-fluorophenyl)-4-methylsulphonyl-1-pyrrolidinyl]-2-oxoethyl}ureido)benzoic acid). Isolated yield 81.9%. As a reaction SMILES: C([O:8][C:9]([C:11]1[CH:12]=[C:13]([NH:17][C:18](=[O:46])[NH:19][CH2:20][C:21]([N:23]2[CH:27]([C:28]3[CH:33]=[CH:32][CH:31]=[CH:30][C:29]=3[F:34])[CH:26]([S:35]([CH3:38])(=[O:37])=[O:36])[CH2:25][CH:24]2[C:39]([O:41][C:42]([CH3:45])([CH3:44])[CH3:43])=[O:40])=[O:22])[CH:14]=[CH:15][CH:16]=1)=[O:10])C1C=CC=CC=1>[Pd].C(O)C>[C:42]([O:41][C:39]([CH:24]1[CH2:25][CH:26]([S:35]([CH3:38])(=[O:36])=[O:37])[CH:27]([C:28]2[CH:33]=[CH:32][CH:31]=[CH:30][C:29]=2[F:34])[N:23]1[C:21](=[O:22])[CH2:20][NH:19][C:18](=[O:46])[NH:17][C:13]1[CH:12]=[C:11]([CH:16]=[CH:15][CH:14]=1)[C:9]([OH:10])=[O:8])=[O:40])([CH3:45])([CH3:43])[CH3:44]. Procedure details: A The process is performed as in Example 2A, but starting with 3.4 g of tert-butyl (2RS,4SR,5RS)-1-{2-[3-(3-benzyloxycarbonylphenyl)ureido]acetyl}-5-(2-fluorophenyl)-4-methylsulphonyl-2-pyrrolidinecarboxylate, 0.3 g of 10% palladium-on-charcoal and 100 cm3 of ethanol under a hydrogen atmosphere (130 kPa). After treatment, 2.4 g of (2RS,4SR,5RS)-3-(3-{2-[2-tert-butoxycarbonyl-5-(2-fluorophenyl)-4-methylsulphonyl-1-pyrrolidinyl]-2-oxoethyl}ureido)benzoic acid are obtained [Rf=0.3; eluent: methylen... The reactants are C(C)(=O)[O-].C(C)(=O)[O-].C(C)(=O)[O-].ClC=1C=C(C=CC1Cl)[Pb+3] (3,4-dichlorophenyl lead triacetate), OC1=CC(NC2=NC=CN=C21)=O (8-hydroxy-5H-pyrido[2,3-b]pyrazin-6-one). The reagents and catalysts are CN(C1=CC=NC=C1)C (4-dimethylaminopyridine). Run in CS(=O)C (dimethylsulfoxide), C(C)(=O)OCC (ethyl acetate). Conditions: temperature 60 celsius, time 16 hour. The product is ClC=1C=C(C=CC1Cl)C1=C(C=2C(=NC=CN2)NC1=O)O (7-(3,4-dichlorophenyl)-8-hydroxy-5H-pyrido[2,3-b]pyrazin-6-one). The yield is 27.1%. RXN SMILES: C([O-])(=O)C.C([O-])(=O)C.C([O-])(=O)C.[Cl:13][C:14]1[CH:15]=[C:16]([Pb+3])[CH:17]=[CH:18][C:19]=1[Cl:20].[OH:22][C:23]1[C:32]2[C:27](=[N:28][CH:29]=[CH:30][N:31]=2)[NH:26][C:25](=[O:33])[CH:24]=1>CN(C)C1C=CN=CC=1.CS(C)=O.C(OCC)(=O)C>[Cl:13][C:14]1[CH:15]=[C:16]([C:24]2[C:25](=[O:33])[NH:26][C:27]3=[N:28][CH:29]=[CH:30][N:31]=[C:32]3[C:23]=2[OH:22])[CH:17]=[CH:18][C:19]=1[Cl:20] |f:0.1.2.3|. Reported procedure: A mixture of 3,4-dichlorophenyl lead triacetate (1.63 g), 8-hydroxy-5H-pyrido[2,3-b]pyrazin-6-one (0.254 g) and 4-dimethylaminopyridine (DMAP) (0.549 g) in anhydrous dimethylsulfoxide (10 mL) under a nitrogen atmosphere was heated to 60° C. for four hours. The reaction mixture was then allowed to cool to ambient temperature and stored at ambient temperature for 16 hours. The reaction mixture was diluted with ethyl acetate. The mixture was washed with aqueous hydrochloric acid (1M) and water, and... The reactants are CO, CC(=O)O, [H][H], O, O=[Pt], CC(C)=NNC(=O)NC1c2ccccc2Oc2ccccc21. Product: CC(C)NNC(=O)NC1c2ccccc2Oc2ccccc21. RXN SMILES: [CH3:25][OH:26].[CH3:27][C:28](=[O:29])[OH:30].[H:23][H:24].[OH2:31].[Pt:32]=[O:33].[cH:1]1[cH:2][cH:3][cH:4][c:5]2[c:14]1[CH:13]([NH:15][C:16](=[O:17])[NH:18][N:19]=[C:20]([CH3:21])[CH3:22])[c:12]1[c:7]([cH:8][cH:9][cH:10][cH:11]1)[O:6]2>>[cH:1]1[cH:2][cH:3][cH:4][c:5]2[c:14]1[CH:13]([NH:15][C:16](=[O:17])[NH:18][NH:19][CH:20]([CH3:21])[CH3:22])[c:12]1[c:7]([cH:8][cH:9][cH:10][cH:11]1)[O:6]2. Starting materials: BrCC(=O)C=1C=NN(C1C1=CC=C(C=C1)OC)C(C)(C)C (2-bromo-1-(1-tert-butyl-5-(4-methoxyphenyl)-1H-pyrazol-4-yl)ethanone), NC(CC(=O)OC)=S (methyl 3-amino-3-thioxopropanoate), CCO (EtOH). Product: crude product, C(C)(C)(C)N1N=CC(=C1C1=CC=C(C=C1)OC)C=1N=C(SC1)CC(=O)OCC (ethyl 2-(4-(1-tert-butyl-5-(4-methoxyphenyl)-1H-pyrazol-4-yl)thiazol-2-yl)acetate). RXN SMILES: Br[CH2:2][C:3]([C:5]1[CH:6]=[N:7][N:8]([C:18]([CH3:21])([CH3:20])[CH3:19])[C:9]=1[C:10]1[CH:15]=[CH:14][C:13]([O:16][CH3:17])=[CH:12][CH:11]=1)=O.[NH2:22][C:23](=[S:29])[CH2:24][C:25]([O:27][CH3:28])=[O:26].[CH3:30]CO>>[C:18]([N:8]1[C:9]([C:10]2[CH:15]=[CH:14][C:13]([O:16][CH3:17])=[CH:12][CH:11]=2)=[C:5]([C:3]2[N:22]=[C:23]([CH2:24][C:25]([O:27][CH2:28][CH3:30])=[O:26])[S:29][CH:2]=2)[CH:6]=[N:7]1)([CH3:21])([CH3:20])[CH3:19]. Procedure details: A solution of the compound (107 mg, 0.30 mmol) obtained in step 5 and methyl 3-amino-3-thioxopropanoate (48.7 mg, 0.37 mmol) in EtOH (3 mL) was stirred at 90° C. for 14 hr. The reaction mixture was concentrated under reduced pressure, and the residue was purified by NH-silica gel column chromatography (solvent gradient; 5→80% ethyl acetate/hexane) to give a crude product ethyl 2-(4-(1-tert-butyl-5-(4-methoxyphenyl)-1H-pyrazol-4-yl)thiazol-2-yl)acetate as a colorless oil, which was used for the n... Starting materials: CCCCCC1=CC=CC=C1 (n-amylbenzene), CCCCCC1=CC=CC=C1 (n-amylbenzene), CCCCC=1C=CC=CC1 (n-butylbenzene). Reaction conditions: temperature 550 celsius. Yields the product CC1=CC=CC2=CC=CC=C12 (1-methylnaphthalene), C1=CC=CC2=CC=CC=C12 (naphthalene). As a reaction SMILES: [CH3:1][CH2:2][CH2:3][CH2:4][CH2:5][C:6]1[CH:11]=[CH:10][CH:9]=[CH:8][CH:7]=1.[CH3:12][CH2:13][CH2:14][CH2:15][C:16]1[CH:17]=[CH:18][CH:19]=[CH:20][CH:21]=1>>[CH3:1][C:2]1[C:11]2[C:6](=[CH:7][CH:8]=[CH:9][CH:10]=2)[CH:5]=[CH:4][CH:3]=1.[CH:20]1[C:21]2[C:16](=[CH:15][CH:14]=[CH:13][CH:12]=2)[CH:17]=[CH:18][CH:19]=1. Reported procedure: Cyclodehydrogenation was carried out in the same way as Example 1 except that n-amylbenzene (a reagent produced by Tokyo Kasei K.K., purity: 98.9%) was used in place of n-butylbenzene, and that it was gasified in a nitrogen stream and introduced into the catalyst layer maintained at 550° C., at LHSV of 0.085. The conversion ratio of n-amylbenzene was 95.5%. Also, 1-methylnaphthalene was obtained at a selectivity of 72.1%, while naphthalene was obtained at a selectivity of 11.4%. Reactants: FC1=NC=C(C=C1C(=O)O)F (2,5-difluoropyridine-3-carboxylic acid), Cl.FC=1C=C(C=CC1)CCOCC(=N)N (2-[2-(3-fluoro-phenyl)-ethoxy]-acetamidine hydrochloride). The product is FC1=CC2=C(N=C(NC2=O)COCCC2=CC(=CC=C2)F)N=C1 (6-Fluoro-2-[2-(3-fluoro-phenyl)-ethoxymethyl]-3H-pyrido[2,3-d]pyrimidin-4-one). Reaction SMILES: F[C:2]1[C:7]([C:8]([OH:10])=O)=[CH:6][C:5]([F:11])=[CH:4][N:3]=1.Cl.[F:13][C:14]1[CH:15]=[C:16]([CH2:20][CH2:21][O:22][CH2:23][C:24]([NH2:26])=[NH:25])[CH:17]=[CH:18][CH:19]=1>>[F:11][C:5]1[CH:4]=[N:3][C:2]2[N:25]=[C:24]([CH2:23][O:22][CH2:21][CH2:20][C:16]3[CH:17]=[CH:18][CH:19]=[C:14]([F:13])[CH:15]=3)[NH:26][C:8](=[O:10])[C:7]=2[CH:6]=1 |f:1.2|. Procedure details: The title compound was prepared in analogy to example 85 from 2,5-difluoropyridine-3-carboxylic acid and 2-[2-(3-fluoro-phenyl)-ethoxy]-acetamidine hydrochloride (example 101). Light brown solid. MS: m/e=318.2 [M+H+]. Reactants: CCOC(=O)CC1CCc2cc(OCCCNc3nc(Cl)ncc3C)ccc21, [H-], CCCI, [Na+], CN(C)C=O. Yields the product CCCN(CCCOc1ccc2c(c1)CCC2CC(=O)OCC)c1nc(Cl)ncc1C. Reaction SMILES: [Cl:1][c:2]1[n:3][cH:4][c:5]([CH3:28])[c:6]([NH:8][CH2:9][CH2:10][CH2:11][O:12][c:13]2[cH:14][c:15]3[c:19]([cH:20][cH:21]2)[CH:18]([CH2:22][C:23](=[O:24])[O:25][CH2:26][CH3:27])[CH2:17][CH2:16]3)[n:7]1.[H-:30].[I:31][CH2:32][CH2:33][CH3:34].[Na+:29].[O:35]=[CH:36][N:37]([CH3:38])[CH3:39]>>[Cl:1][c:2]1[n:3][cH:4][c:5]([CH3:28])[c:6]([N:8]([CH2:9][CH2:10][CH2:11][O:12][c:13]2[cH:14][c:15]3[c:19]([cH:20][cH:21]2)[CH:18]([CH2:22][C:23](=[O:24])[O:25][CH2:26][CH3:27])[CH2:17][CH2:16]3)[CH2:32][CH2:33][CH3:34])[n:7]1. The reactants are FC1=CC=C(C(CCl)=O)C=C1 (4-fluorophenacyl chloride), [Br-].[Li+] (lithium bromide), CO (methanol), Cl.CON (O-methylhydroxylamine HCl). Solvent: CC(=O)C (acetone). Conditions: temperature 60 celsius. Yields the product CON=C(CBr)C1=CC=C(C=C1)F (2-bromo-1-(4-fluorophenyl)ethanone O-methyloxime). The yield is 82.8%. As a reaction SMILES: [F:1][C:2]1[CH:11]=[CH:10][C:5]([C:6](=O)[CH2:7]Cl)=[CH:4][CH:3]=1.CO.Cl.[CH3:15][O:16][NH2:17].[Br-:18].[Li+]>CC(C)=O>[CH3:15][O:16][N:17]=[C:6]([C:5]1[CH:10]=[CH:11][C:2]([F:1])=[CH:3][CH:4]=1)[CH2:7][Br:18] |f:2.3,4.5|. Procedure: A 2.0 L round bottom flask was charged with 4-fluorophenacyl chloride (100 g, 579 mmol), then methanol (1.0 L), then O-methylhydroxylamine HCl (96.8 g, 1.56 mol), and the mixture was heated to 65° C. for 2 hours. The reaction was then concentrated under reduced pressure, then charged with acetone (750 mL), and lithium bromide (252 g, 2.90 mol), and the mixture was heated to 60° C. for 16 hours. The reaction was then concentrated under reduced pressure, suspended in 1.0 L methylene chloride, and ... Starting materials: M-OEt, ClC=1C=C(C=CC1F)C(C)=O (1-(3-chloro-4-fluorophenyl)ethanone), C(C)OC(C(=O)OCC)OCC (ethyl 2,2-diethoxyacetate), [Li+].CC(C)[N-]C(C)C (LDA). Solvent: C1CCOC1 (THF). Conditions: time 16 hour. Yields the product ClC=1C=C(C=CC1F)C(\C=C(\C(OCC)OCC)/O)=O ((Z)-1-(3-Chloro-4-fluorophenyl)-4,4-diethoxy-3-hydroxybut-2-en-1-one). Reaction SMILES: [Cl:1][C:2]1[CH:3]=[C:4]([C:9](=[O:11])[CH3:10])[CH:5]=[CH:6][C:7]=1[F:8].[CH2:12]([O:14][CH:15]([O:21][CH2:22][CH3:23])[C:16](OCC)=[O:17])[CH3:13].[Li+].CC([N-]C(C)C)C>C1COCC1>[Cl:1][C:2]1[CH:3]=[C:4]([C:9](=[O:11])/[CH:10]=[C:16](\[OH:17])/[CH:15]([O:21][CH2:22][CH3:23])[O:14][CH2:12][CH3:13])[CH:5]=[CH:6][C:7]=1[F:8] |f:2.3|. Procedure details: To a −78° C. solution of 1-(3-chloro-4-fluorophenyl)ethanone (16.25 g, 94 mmol) and ethyl 2,2-diethoxyacetate (20.73 mL, 113 mmol) in THF (392 mL) was added, dropwise, a solution of LDA (51.8 mL, 104 mmol, 2M in THF). The resultant reaction mixture was gradually allowed to reach room temperature and continued stirring for 16 h. The reaction was carefully quenched with water and diluted with EtOAc. The two layers were separated and the aq. layer was extracted with EtOAc (2×150 mL) The combined or... Reactants: N1(CC=CC1)C(=O)OCC1=CC=CC=C1 (benzyl 2,5-dihydro-1H-pyrrole-1-carboxylate), ClC1=CC(=CC=C1)C(=O)OO (3-chloroperbenzoic acid). Solvent: C(Cl)Cl (CH2Cl2). Run at time 13 hour. The product is [C@H]12CN(C[C@@H]2O1)C(=O)OCC1=CC=CC=C1 ((1R,5S)-benzyl 6-oxa-3-azabicyclo[3.1.0]hexane-3-carboxylate). The yield is 81.5%. As a reaction SMILES: [N:1]1([C:6]([O:8][CH2:9][C:10]2[CH:15]=[CH:14][CH:13]=[CH:12][CH:11]=2)=[O:7])[CH2:5][CH:4]=[CH:3][CH2:2]1.ClC1C=CC=C(C(OO)=[O:24])C=1>C(Cl)Cl>[C@H:3]12[O:24][C@H:4]1[CH2:5][N:1]([C:6]([O:8][CH2:9][C:10]1[CH:15]=[CH:14][CH:13]=[CH:12][CH:11]=1)=[O:7])[CH2:2]2. Procedure details: To a solution of benzyl 2,5-dihydro-1H-pyrrole-1-carboxylate (2.00 g, 9.80 mmol) in CH2Cl2 (10 mL) was added slowly 3-chloroperbenzoic acid (3.00 g, 14.80 mmol) at 0° C. The reaction mixture was stirred for 13 h at room temperature, then quenched with saturated sodium thiosulfate aqueous solution and extracted with EtOAc. The organic phase was dried over anhydrous Na2SO4 and concentrated in vacuo. The residue was chromatographed with a silica gel column (eluting agent: 6:1 (v/v) PE/EtOAc) to giv...